Task: describe an organic reaction: reactants, conditions, products, and yield. Dataset: the Open Reaction Database (ORD), a public repository of structured organic reaction records Reactants: dichloro(tetramethylethylenediamine)zinc(II), CCCCCC (hexane), C(CCC)[Li] (butyl lithium), C1(=CC=C(C=C1)C1=NC(=NC(=N1)C1=CC=C(C=C1)C1=CC=CC=C1)C1=CC=C(C=C1)Br)C1=CC=CC=C1 (2,4-bis(4-biphenylyl)-6-(4-bromophenyl)-1,3,5-triazine), BrC1=CC=C(C=C1)C1=CC=CC=C1 (4-bromobiphenyl). Reagents/catalysts: C=1C=CC(=CC1)[P](C=2C=CC=CC2)(C=3C=CC=CC3)[Pd]([P](C=4C=CC=CC4)(C=5C=CC=CC5)C=6C=CC=CC6)([P](C=7C=CC=CC7)(C=8C=CC=CC8)C=9C=CC=CC9)[P](C=1C=CC=CC1)(C=1C=CC=CC1)C=1C=CC=CC1 (tetrakis(triphenylphosphine)palladium(0)). Run in O1CCCC1 (tetrahydrofuran), O1CCCC1 (tetrahydrofuran). Run at temperature -78 celsius, time 15 minute. Product: C1(=CC=C(C=C1)C1=NC(=NC(=N1)C1=CC=C(C=C1)C1=CC=CC=C1)C1=CC=C(C=C1)C1=CC=C(C=C1)C1=CC=CC=C1)C1=CC=CC=C1 (2,4-bis(4-biphenylyl)-6-[1,1′:4′,1″]terphenyl-4-yl-1,3,5-triazine). Isolated yield 71.0%. As a reaction SMILES: CCCCCC.C([Li])CCC.Br[C:13]1[CH:18]=[CH:17][C:16]([C:19]2[CH:24]=[CH:23][CH:22]=[CH:21][CH:20]=2)=[CH:15][CH:14]=1.[C:25]1([C:56]2[CH:61]=[CH:60][CH:59]=[CH:58][CH:57]=2)[CH:30]=[CH:29][C:28]([C:31]2[N:36]=[C:35]([C:37]3[CH:42]=[CH:41][C:40]([C:43]4[CH:48]=[CH:47][CH:46]=[CH:45][CH:44]=4)=[CH:39][CH:38]=3)[N:34]=[C:33]([C:49]3[CH:54]=[CH:53][C:52](Br)=[CH:51][CH:50]=3)[N:32]=2)=[CH:27][CH:26]=1>O1CCCC1.C1C=CC([P]([Pd]([P](C2C=CC=CC=2)(C2C=CC=CC=2)C2C=CC=CC=2)([P](C2C=CC=CC=2)(C2C=CC=CC=2)C2C=CC=CC=2)[P](C2C=CC=CC=2)(C2C=CC=CC=2)C2C=CC=CC=2)(C2C=CC=CC=2)C2C=CC=CC=2)=CC=1>[C:25]1([C:56]2[CH:61]=[CH:60][CH:59]=[CH:58][CH:57]=2)[CH:30]=[CH:29][C:28]([C:31]2[N:36]=[C:35]([C:37]3[CH:42]=[CH:41][C:40]([C:43]4[CH:48]=[CH:47][CH:46]=[CH:45][CH:44]=4)=[CH:39][CH:38]=3)[N:34]=[C:33]([C:49]3[CH:54]=[CH:53][C:52]([C:22]4[CH:23]=[CH:24][C:19]([C:16]5[CH:17]=[CH:18][CH:13]=[CH:14][CH:15]=5)=[CH:20][CH:21]=4)=[CH:51][CH:50]=3)[N:32]=2)=[CH:27][CH:26]=1 |^1:70,72,91,110|. Procedure: Under a stream of argon, 2.1 ml of a hexane solution containing 3.3 mmol of butyl lithium was slowly added to 30 ml of tetrahydrofuran cooled to −78° C. in which prepared by dissolving 0.69 g of 4-bromobiphenyl. After stirring at −78° C. for 15 minutes, 0.91 g of dichloro(tetramethylethylenediamine)zinc(II) was added thereto and stirred at −78° C. for 10 minutes and then at room temperature for 2.5 hours. A 1.35 g portion of 2,4-bis(4-biphenylyl)-6-(4-bromophenyl)-1,3,5-triazine prepared in Refe... Starting materials: C1COCCN1, COC(=O)C1=CC(=CC(=C1)Br)C(=O)OC. Reagents/catalysts: C(=O)([O-])[O-].[Cs+].[Cs+], C1=CC=C(C=C1)P(C2=CC=CC=C2)C3=C(C4=CC=CC=C4C=C3)C5=C(C=CC6=CC=CC=C65)P(C7=CC=CC=C7)C8=CC=CC=C8, CC(=O)O.CC(=O)O.[Pd]. The solvent is CC1=CC=CC=C1. Conditions: temperature 100 celsius. Product: COC(=O)C1=CC(=CC(=C1)N2CCOCC2)C(=O)OC. The yield is 78.2%. Procedure: To a solution of dimethyl 5-bromoisophthalate (10 g, 36.62 mmol) in toluene (100 mL) where BINAP (2.5 g, 4.01 mmol), morpholine (4.4 g, 50.50 mmol), CESIUM CARBONATE (18 g, 55.25 mmol) and PALLADIUM(II) ACETATE (0.9 g, 4.01 mmol) added. The solution was heated to reflux under inert atm for 14h. The silvent was filtered and the filtrate was concentrated. The residue was purified by column chropmatography (Hep:EA) 1:1 to give dimethyl 5-morpholinoisophthalate (8.00 g, 78 %) Procedure: 2′-deoxy-4-N-acetylcytidine is treated with methanolic ammonia overnight. The solution is concentrated in vacuo, and the residue is dissolved in water (100 mL) and is washed with dichloromethane (2×50 mL). The aqueous phase is evaporated in vacuo and the residue is purified on a column of Dowex 1-X2 (OH−)resin. The product is eluted with water, and the fractions are collected, evaporated and the residue is crystallized in methanol to give 2′-deoxycytidine (0.902 g, 84.6%). Melting point 208-210°... Starting materials: C(C)(=O)NC1=NC(N([C@H]2C[C@H](O)[C@@H](CO)O2)C=C1)=O (2′-deoxy-4-N-acetylcytidine), N (ammonia). Yields the product [C@@H]1(C[C@H](O)[C@@H](CO)O1)N1C(=O)N=C(N)C=C1 (2′-deoxycytidine). As a reaction SMILES: C([NH:4][C:5]1[CH:18]=[CH:17][N:8]([C@@H:9]2[O:16][C@H:13]([CH2:14][OH:15])[C@@H:11]([OH:12])[CH2:10]2)[C:7](=[O:19])[N:6]=1)(=O)C.N>>[C@@H:9]1([N:8]2[CH:17]=[CH:18][C:5]([NH2:4])=[N:6][C:7]2=[O:19])[O:16][C@H:13]([CH2:14][OH:15])[C@@H:11]([OH:12])[CH2:10]1. The yield is 84.6%. The product is CC(CC(=O)O)Nc1ccc(Cl)c(Cl)c1. Reaction SMILES: [C:1]1(=[O:6])[CH2:2][CH:3]([CH3:4])[O:5]1.[NH2:7][c:8]1[cH:9][cH:10][c:11]([Cl:12])[c:13]([Cl:14])[cH:15]1>>[C:1]([CH2:2][CH:3]([CH3:4])[NH:7][c:8]1[cH:9][cH:10][c:11]([Cl:12])[c:13]([Cl:14])[cH:15]1)([OH:5])=[O:6]. Starting materials: CC1CC(=O)O1, Nc1ccc(Cl)c(Cl)c1. As a reaction SMILES: [Br:1][CH2:2][C:3](=[O:4])[O:5][CH2:6][CH3:7].[C:8](=[O:9])([O-:10])[O-:11].[CH2:23]1[O:24][CH2:25][CH2:26][CH2:27]1.[K+:12].[K+:13].[OH:14][c:15]1[cH:16][c:17]([C:18]#[N:19])[cH:20][cH:21][cH:22]1>>[CH2:2]([C:3](=[O:4])[O:5][CH2:6][CH3:7])[O:14][c:15]1[cH:16][c:17]([C:18]#[N:19])[cH:20][cH:21][cH:22]1. The reactants are CCOC(=O)CBr, O=C([O-])[O-], C1CCOC1, [K+], [K+], N#Cc1cccc(O)c1. Yields the product CCOC(=O)COc1cccc(C#N)c1. Reactants: O=S(=O)(Cl)c1ccc(Br)s1, CC(C)(C)OC(=O)N1CCC(CN2CCNCC2=O)CC1, O=C([O-])O, CCOC(C)=O, [Na+]. Product: CC(C)(C)OC(=O)N1CCC(CN2CCN(S(=O)(=O)c3ccc(Br)s3)CC2=O)CC1. Reaction SMILES: [Br:22][c:23]1[cH:24][cH:25][c:26]([S:28](=[O:29])(=[O:30])[Cl:31])[s:27]1.[C:1]([CH3:2])([CH3:3])([CH3:4])[O:5][C:6](=[O:7])[N:8]1[CH2:9][CH2:10][CH:11]([CH2:14][N:15]2[C:16](=[O:21])[CH2:17][NH:18][CH2:19][CH2:20]2)[CH2:12][CH2:13]1.[C:38](=[O:39])([OH:40])[O-:41].[CH3:32][CH2:33][O:34][C:35](=[O:36])[CH3:37].[Na+:42]>>[C:1]([CH3:2])([CH3:3])([CH3:4])[O:5][C:6](=[O:7])[N:8]1[CH2:9][CH2:10][CH:11]([CH2:14][N:15]2[C:16](=[O:21])[CH2:17][N:18]([S:28]([c:26]3[cH:25][cH:24][c:23]([Br:22])[s:27]3)(=[O:29])=[O:30])[CH2:19][CH2:20]2)[CH2:12][CH2:13]1.